This data is from the Open Reaction Database (ORD), a public repository of structured organic reaction records. The task is: describe an organic reaction: reactants, conditions, products, and yield Reactants: [Li]CCCC (n-BuLi), C(C1=CC=CC=C1)OS(=O)(=O)C1CC1 (Benzylcyclopropane sulfonate), CI (CH3I). Run in C1CCOC1 (THF). Reaction conditions: temperature 0 celsius, time 10 minute. The product is CC1(CC1)S(=O)(=O)OCC1=CC=CC=C1 (benzyl 1-methylcyclopropane-1-sulfonate). As a reaction SMILES: [Li][CH2:2][CH2:3][CH2:4][CH3:5].[CH2:6]([O:13][S:14](C1CC1)(=[O:16])=[O:15])[C:7]1[CH:12]=[CH:11][CH:10]=[CH:9][CH:8]=1.CI>C1COCC1>[CH3:2][C:3]1([S:14]([O:13][CH2:6][C:7]2[CH:8]=[CH:9][CH:10]=[CH:11][CH:12]=2)(=[O:15])=[O:16])[CH2:5][CH2:4]1. Reported procedure: n-BuLi (0.78 g, 12.25 mmol) was added drop-wise at −78° C. to a solution of Benzylcyclopropane sulfonate (2.0 g, 11.2 mmol) in THF (20 mL) and continued stirring at the same temperature for 10 min. CH3I (3.98 g, 28.0 mmol) was added at −78° C., allowed the reaction to warm to 0° C. with stirring for 30 min. The reaction mixture was quenched with ice cold water, diluted with ethylacetate (100 mL), organic layer collected was dried over anhydrous sodium sulphate and concentrated under reduced pres...